This data is from the Open Reaction Database (ORD), a public repository of structured organic reaction records. The task is: describe an organic reaction: reactants, conditions, products, and yield Yields the product Cc1cc2nc(-c3n[nH]cc3C(=O)NC(C)C)[nH]c2cc1C. Starting materials: Cc1cc2nc(-c3n[nH]cc3C(=O)O)[nH]c2cc1C, CC(C)N. Reaction SMILES: [CH3:1][c:2]1[cH:3][c:4]2[c:5]([nH:6][c:7](-[c:9]3[n:10][nH:11][cH:12][c:13]3[C:14](=[O:15])[OH:16])[n:8]2)[cH:17][c:18]1[CH3:19].[CH3:20][CH:21]([CH3:22])[NH2:23]>>[CH3:1][c:2]1[cH:3][c:4]2[c:5]([n:6][c:7](-[c:9]3[n:10][nH:11][cH:12][c:13]3[C:14](=[O:16])[NH:23][CH:21]([CH3:20])[CH3:22])[nH:8]2)[cH:17][c:18]1[CH3:19]. Starting materials: COC=1C=C(CC2NCCC3=CC(=C(C=C23)OC)OC)C=CC1OC (1-(3,4-Dimethoxy-benzyl)-6,7-dimethoxy-1,2,3,4-tetrahydroisoquinoline), BrCC(=O)Br (2-bromoacetyl bromide), ClC1=C(CN)C=CC=C1 (2-chlorobenzylamine). Yields the product COC=1C=C(CC2N(CCC3=CC(=C(C=C23)OC)OC)CC(=O)NCC2=C(C=CC=C2)Cl)C=CC1OC (2-[1-(3,4-Dimethoxy-benzyl)-6,7-dimethoxy-3,4-dihydro-1H-isoquinolin-2-yl]-N-(2-chloro-benzyl)-acetamide). RXN SMILES: [CH3:1][O:2][C:3]1[CH:4]=[C:5]([CH:21]=[CH:22][C:23]=1[O:24][CH3:25])[CH2:6][CH:7]1[C:16]2[C:11](=[CH:12][C:13]([O:19][CH3:20])=[C:14]([O:17][CH3:18])[CH:15]=2)[CH2:10][CH2:9][NH:8]1.Br[CH2:27][C:28](Br)=[O:29].[Cl:31][C:32]1[CH:39]=[CH:38][CH:37]=[CH:36][C:33]=1[CH2:34][NH2:35]>>[CH3:1][O:2][C:3]1[CH:4]=[C:5]([CH:21]=[CH:22][C:23]=1[O:24][CH3:25])[CH2:6][CH:7]1[C:16]2[C:11](=[CH:12][C:13]([O:19][CH3:20])=[C:14]([O:17][CH3:18])[CH:15]=2)[CH2:10][CH2:9][N:8]1[CH2:27][C:28]([NH:35][CH2:34][C:33]1[CH:36]=[CH:37][CH:38]=[CH:39][C:32]=1[Cl:31])=[O:29]. Reported procedure: prepared by reaction of 1-(3,4-Dimethoxy-benzyl)-6,7-dimethoxy-1,2,3,4-tetrahydroisoquinoline and 2-bromoacetyl bromide with 2-chlorobenzylamine Procedure: N-Methoxyquinolinium p-toluenesulfonate was prepared by mixing quinoline-N-oxide and an equimolar amount of methyl p-toluenesulfonate and heating the mixture at 95°C for 5 hours. The crude product was recrystallized from a mixture of methanol and ethyl acetate. By this procedure N-methoxyquinolinium p-toluenesulfonate was obtained. The salt had the following features in the NMR: Reactants: [N+]1(=CC=CC2=CC=CC=C12)[O-] (quinoline-N-oxide), C1(=CC=C(C=C1)S(=O)(=O)OC)C (methyl p-toluenesulfonate). Reaction SMILES: [N+:1]1([O-:11])[C:10]2[C:5](=[CH:6][CH:7]=[CH:8][CH:9]=2)[CH:4]=[CH:3][CH:2]=1.[C:12]1([CH3:23])[CH:17]=[CH:16][C:15]([S:18]([O:21]C)(=[O:20])=[O:19])=[CH:14][CH:13]=1>>[C:12]1([CH3:23])[CH:13]=[CH:14][C:15]([S:18]([O-:21])(=[O:19])=[O:20])=[CH:16][CH:17]=1.[CH3:12][O:11][N+:1]1[C:10]2[C:5](=[CH:6][CH:7]=[CH:8][CH:9]=2)[CH:4]=[CH:3][CH:2]=1 |f:2.3|. Yields the product C1(=CC=C(C=C1)S(=O)(=O)[O-])C.CO[N+]1=CC=CC2=CC=CC=C12 (N-methoxyquinolinium p-toluenesulfonate). Reactants: N (ammonia), C(C1=CC=CC=C1)OC(=O)N[C@@H](C(C(=O)O)(C)C)C ((R)-3-(((benzyloxy)carbonyl)amino)-2,2-dimethylbutanoic acid), CCN(C(C)C)C(C)C (DIPEA), C=1C=CC2=C(C1)N=NN2O (HOBT), C(CCl)Cl (EDC). The solvent is C1CCOC1 (THF), C1CCOC1 (THF). Run at temperature 25 celsius, time 1 hour. Product: NC(C([C@@H](C)NC(OCC1=CC=CC=C1)=O)(C)C)=O ((R)-benzyl (4-amino-3,3-dimethyl-4-oxobutan-2-yl)carbamate). Isolated yield 53.6%. As a reaction SMILES: [CH2:1]([O:8][C:9]([NH:11][C@H:12]([CH3:19])[C:13]([CH3:18])([CH3:17])[C:14](O)=[O:15])=[O:10])[C:2]1[CH:7]=[CH:6][CH:5]=[CH:4][CH:3]=1.CC[N:22](C(C)C)C(C)C.C1C=CC2N(O)N=NC=2C=1.C(Cl)CCl.N>C1COCC1>[NH2:22][C:14](=[O:15])[C:13]([CH3:18])([CH3:17])[C@H:12]([NH:11][C:9](=[O:10])[O:8][CH2:1][C:2]1[CH:7]=[CH:6][CH:5]=[CH:4][CH:3]=1)[CH3:19]. Procedure details: To a solution of (R)-3-(((benzyloxy)carbonyl)amino)-2,2-dimethylbutanoic acid (9.0 g, 33.9 mmol) in THF (100 mL) under N2 atmosphere DIPEA (17.77 mL, 102 mmol) was added followed by addition of HOBT (5.19 g, 33.9 mmol) and EDC (6.50 g, 33.9 mmol) at 25° C. The reaction mixture was stirred at 25° C. for 1 h. Then freshly prepared saturated ammonia in THF 50 mL (50 mL of THF, ammonia gas was purged at −40° C. for 20 min) was poured into the above reaction mixture at −20° C. and slowly allowed reac... Starting materials: COC1=CC(=C(C=C1)CO)C=C ((4-methoxy-2-vinylphenyl)-methanol), P(Br)(Br)Br (PBr3), O (Water). Run in C(C)OCC (diethyl ether). The product is BrCC1=C(C=C(C=C1)OC)C=C (1-Bromomethyl-4-methoxy-2-vinylbenzene). Reaction SMILES: [CH3:1][O:2][C:3]1[CH:8]=[CH:7][C:6]([CH2:9]O)=[C:5]([CH:11]=[CH2:12])[CH:4]=1.P(Br)(Br)[Br:14].O>C(OCC)C>[Br:14][CH2:9][C:6]1[CH:7]=[CH:8][C:3]([O:2][CH3:1])=[CH:4][C:5]=1[CH:11]=[CH2:12]. Procedure details: To a solution of (4-methoxy-2-vinylphenyl)-methanol (7.90 g, 48.2 mmol) in diethyl ether (100 mL) at 0° C. is added PBr3 (5.0 mL, 53 mmol) over 1 min. Water is added carefully to destroy excess PBr3. The mixture is partitioned carefully between EtOAc and NaHCO3 (plus a small amount of KOH to adjust pH to 7˜8). The organic extract is dried with MgSO4 and concentrated to give the title compound and it is used directly in the next step: 1H NMR (CDCl3) δ 3.83 (s, 3H), 4.57 (s, 2H), 5.44 (dd, J=1, 11... Starting materials: N1CCC(CC1)[C@@H]1[C@@H](C1)CCO (2-((1S,2R)-2-(piperidin-4-yl)cyclopropyl)ethanol), ClC=1C=NC(=NC1)N1CCC(CC1)[C@@H]1[C@@H](C1)CCO (2-{(1S,2R)-2-[1-(5-chloropyrimidin-2-yl)piperidin-4-yl]cyclopropyl}ethanol), ClC1=NC=C(C=N1)CC (2-chloro-5-ethylpyrimidine). Yields the product C(C)C=1C=NC(=NC1)N1CCC(CC1)[C@@H]1[C@@H](C1)CCO (2-{(1S,2R)-2-[1-(5-ethylpyrimidin-2-yl)piperidin-4-yl]cyclopropyl}ethanol). Reaction SMILES: [NH:1]1[CH2:6][CH2:5][CH:4]([C@H:7]2[CH2:9][C@H:8]2[CH2:10][CH2:11][OH:12])[CH2:3][CH2:2]1.ClC1C=NC(N2CCC([C@H]3C[C@H]3CCO)CC2)=NC=1.Cl[C:33]1[N:38]=[CH:37][C:36]([CH2:39][CH3:40])=[CH:35][N:34]=1>>[CH2:39]([C:36]1[CH:35]=[N:34][C:33]([N:1]2[CH2:6][CH2:5][CH:4]([C@H:7]3[CH2:9][C@H:8]3[CH2:10][CH2:11][OH:12])[CH2:3][CH2:2]2)=[N:38][CH:37]=1)[CH3:40]. Reported procedure: 2-{(1S,2R)-2-[1-(5-ethylpyrimidin-2-yl)piperidin-4-yl]cyclopropyl}ethanol was synthesized from 2-((1S,2R)-2-(piperidin-4-yl)cyclopropyl)ethanol according to the method described for 2-{(1S,2R)-2-[1-(5-chloropyrimidin-2-yl)piperidin-4-yl]cyclopropyl}ethanol employing 2-chloro-5-ethylpyrimidine. MS (ESI) m/z 276.1 (M+H). Reactants: [B-]C#N.[Na+] (Sodium cyanotrihydroborate), CC1(CNCC2=CC(=CC=C12)[N+](=O)[O-])C (4,4-dimethyl-7-nitro-1,2,3,4-tetrahydroisoquinoline), C(C)(=O)O (acetic acid), C1(CCCCC1)C=O (cyclohexanecarbaldehyde), C([O-])(O)=O.[Na+] (sodium bicarbonate). The solvent is CO (methanol). Conditions: temperature 35 celsius, time 16 hour. The product is C1(CCCCC1)CN1CC2=CC(=CC=C2C(C1)(C)C)[N+](=O)[O-] (2-(cyclohexylmethyl)-4,4-dimethyl-7-nitro-1,2,3,4-tetrahydroisoquinoline). Reaction SMILES: [B-]C#N.[Na+].[CH3:5][C:6]1([CH3:19])[C:15]2[C:10](=[CH:11][C:12]([N+:16]([O-:18])=[O:17])=[CH:13][CH:14]=2)[CH2:9][NH:8][CH2:7]1.C(O)(=O)C.[CH:24]1([CH:30]=O)[CH2:29][CH2:28][CH2:27][CH2:26][CH2:25]1.C(=O)(O)[O-].[Na+]>CO>[CH:24]1([CH2:30][N:8]2[CH2:7][C:6]([CH3:19])([CH3:5])[C:15]3[C:10](=[CH:11][C:12]([N+:16]([O-:18])=[O:17])=[CH:13][CH:14]=3)[CH2:9]2)[CH2:29][CH2:28][CH2:27][CH2:26][CH2:25]1 |f:0.1,5.6|. Reported procedure: Sodium cyanotrihydroborate (0.600 g, 9.55 mmol) was added to a solution of 4,4-dimethyl-7-nitro-1,2,3,4-tetrahydroisoquinoline (0.600 g, 2.91 mmol), acetic acid (0.210 mL, 3.66 mmol) and cyclohexanecarbaldehyde (0.4 g, 3.57 mmol) in methanol (40 mL). The reaction mixture was stirred at 35° C. for 16 hours. The reaction was neutralized with saturated sodium bicarbonate solution, and the mixture was concentrated under reduced pressure. The residue was diluted with water and extracted with ethyl ac...